Dataset: the Open Reaction Database (ORD), a public repository of structured organic reaction records. Task: describe an organic reaction: reactants, conditions, products, and yield Reactants: CC(Cl)c1cccnc1, Cc1nc(SC(C)(C)C(=O)O)sc1C. Reagents/catalysts: O=C([O-])[O-].[Cs+].[Cs+] (cesium carbonate), [I-].[K+] (potassium iodide). Solvent: CN(C)C=O (DMF), CN(C)C=O (dmf), CN(C)C=O (DMF). Conditions: temperature 70 celsius, time 16 hour. The product is Cc1nc(SC(C)(C)C(=O)OC(C)c2cccnc2)sc1C. The reactants are Cl (Hydrochloric acid), N1(CCC1)C(=O)C1=CC=C(OC=2C=C(C(=O)NC=3SC=CN3)C=C(C2)O[C@H](CO[Si](C)(C)C(C)(C)C)C)C=C1 (3-[4-(azetidin-1-ylcarbonyl)phenoxy]-5-((1S)-2-{[tert-butyl(dimethyl)silyl]oxy}-1-methylethoxy)-N-1,3-thiazol-2-ylbenzamide), C([O-])(O)=O.[Na+] (sodium bicarbonate). Run in CO (methanol). Conditions: time 1 hour. Yields the product N1(CCC1)C(=O)C1=CC=C(OC=2C=C(C(=O)NC=3SC=CN3)C=C(C2)O[C@H](CO)C)C=C1 (3-[4-(Azetidin-1-ylcarbonyl)phenoxy]-5-[(1S)-2-hydroxy-1-methylethoxy]-N-1,3-thiazol-2-ylbenzamide). Yield: 49.8%. Reaction SMILES: Cl.[N:2]1([C:6]([C:8]2[CH:40]=[CH:39][C:11]([O:12][C:13]3[CH:14]=[C:15]([CH:24]=[C:25]([O:27][C@@H:28]([CH3:38])[CH2:29][O:30][Si](C(C)(C)C)(C)C)[CH:26]=3)[C:16]([NH:18][C:19]3[S:20][CH:21]=[CH:22][N:23]=3)=[O:17])=[CH:10][CH:9]=2)=[O:7])[CH2:5][CH2:4][CH2:3]1.C(=O)(O)[O-].[Na+]>CO>[N:2]1([C:6]([C:8]2[CH:40]=[CH:39][C:11]([O:12][C:13]3[CH:14]=[C:15]([CH:24]=[C:25]([O:27][C@@H:28]([CH3:38])[CH2:29][OH:30])[CH:26]=3)[C:16]([NH:18][C:19]3[S:20][CH:21]=[CH:22][N:23]=3)=[O:17])=[CH:10][CH:9]=2)=[O:7])[CH2:5][CH2:4][CH2:3]1 |f:2.3|. Procedure details: 10% Hydrochloric acid (1 mL) was added to a solution of 3-[4-(azetidin-1-ylcarbonyl)phenoxy]-5-((1S)-2-{[tert-butyl(dimethyl)silyl]oxy}-1-methylethoxy)-N-1,3-thiazol-2-ylbenzamide (284 mg, 0.5 mmol) in methanol (10 mL). The reaction was stirred at RT for 1 hour, saturated sodium bicarbonate solution added and the methanol evaporated. The aqueous residue was taken to pH 2 and extracted with ethyl acetate. The extracts were combined, washed with brine, dried (MgSO4), filtered, and evaporated in va... Starting materials: B(Br)(Br)Br (boron tribromide), ice water, FC1=C(C=C(C(=C1)F)OC)N1N=NN(C1=O)CCC (1-(2,4-difluoro-5-methoxyphenyl)-1,4-dihydro-4-propyl-5H-tetrazol-5-one), FC1=C(C=C(C(=C1)F)OC)N1N=NN(C1=O)CCC (1-(2,4-difluoro-5-methoxyphenyl)-1,4-dihydro-4-propyl-5H-tetrazol-5-one). The solvent is C(Cl)Cl (methylene chloride), C(Cl)Cl (methylene chloride). Run at time 70 hour. The product is FC1=C(C=C(C(=C1)F)O)N1N=NN(C1=O)CCC (1-(2,4-difluoro-5-hydroxyphenyl)-1,4-dihydro-4-propyl-5H-tetrazol-5-one). Isolated yield 81.6%. Reaction SMILES: [F:1][C:2]1[CH:7]=[C:6]([F:8])[C:5]([O:9]C)=[CH:4][C:3]=1[N:11]1[C:15](=[O:16])[N:14]([CH2:17][CH2:18][CH3:19])[N:13]=[N:12]1.B(Br)(Br)Br>C(Cl)Cl>[F:1][C:2]1[CH:7]=[C:6]([F:8])[C:5]([OH:9])=[CH:4][C:3]=1[N:11]1[C:15](=[O:16])[N:14]([CH2:17][CH2:18][CH3:19])[N:13]=[N:12]1. Reported procedure: Under a dry nitrogen atmosphere a stirred solution of 0.18 G (0.00067 mole) of 1-(2,4-difluoro-5-methoxyphenyl)-1,4-dihydro-4-propyl-5H-tetrazol-5-one (compound 10) in 5 mL of methylene chloride was cooled to -40° C. To this cold solution was added dropwise a solution of 0.5 g (0.002 mole) of boron tribromide in 5 mL of methylene chloride. After complete addition, the mixture was allowed to warm to room temperature and was stirred for approximately 70 hours. The mixture was poured into ice water... The reactants are CC(C)COC(=O)Cl, CN(C)c1ccncc1, CSCc1ccc(C(=NN)c2ccc(Cl)cc2)cc1, ClCCl. Yields the product CSCc1ccc(C(=NNC(=O)OCC(C)C)c2ccc(Cl)cc2)cc1. As a reaction SMILES: [C:20]([O:21][CH2:22][CH:23]([CH3:24])[CH3:25])(=[O:26])[Cl:27].[CH3:28][N:29]([c:30]1[cH:31][cH:32][n:33][cH:34][cH:35]1)[CH3:36].[Cl:1][c:2]1[cH:3][cH:4][c:5]([C:6]([c:7]2[cH:8][cH:9][c:10]([CH2:13][S:14][CH3:15])[cH:11][cH:12]2)=[N:16][NH2:17])[cH:18][cH:19]1.[Cl:37][CH2:38][Cl:39]>>[Cl:1][c:2]1[cH:3][cH:4][c:5]([C:6]([c:7]2[cH:8][cH:9][c:10]([CH2:13][S:14][CH3:15])[cH:11][cH:12]2)=[N:16][NH:17][C:20]([O:21][CH2:22][CH:23]([CH3:24])[CH3:25])=[O:26])[cH:18][cH:19]1. The reactants are C(C)[C@H](C(=O)O)[C@H](C[C@H](CCCCCCCCCCCCCCCCC)OC1OCCCC1)O ((2S,3S,5S)-2-ethyl-3-hydroxy-5-[(tetrahydro-2H-pyran-2-yl) oxy]docosanoic acid). The solvent is CO (MeOH). The product is C(C)[C@@H]1C(O[C@H]1C[C@H](CCCCCCCCCCCCCCCCC)O)=O ((3S,4S)-3-ethyl-4-[(S)-2-hydroxynonadecyl]-2-oxetanone). As a reaction SMILES: [CH2:1]([C@@H:3]([C@@H:7]([OH:34])[CH2:8][C@@H:9]([O:27]C1CCCCO1)[CH2:10][CH2:11][CH2:12][CH2:13][CH2:14][CH2:15][CH2:16][CH2:17][CH2:18][CH2:19][CH2:20][CH2:21][CH2:22][CH2:23][CH2:24][CH2:25][CH3:26])[C:4]([OH:6])=O)[CH3:2]>CO>[CH2:1]([C@H:3]1[C@H:7]([CH2:8][C@@H:9]([OH:27])[CH2:10][CH2:11][CH2:12][CH2:13][CH2:14][CH2:15][CH2:16][CH2:17][CH2:18][CH2:19][CH2:20][CH2:21][CH2:22][CH2:23][CH2:24][CH2:25][CH3:26])[O:34][C:4]1=[O:6])[CH3:2]. Procedure details: from a diastereomer mixture which consisted chiefly of (2S,3S,5S)-2-ethyl-3-hydroxy-5-[(tetrahydro-2H-pyran-2-yl) oxy]docosanoic acid. 10.B.k) In analogy to Example 8, (3S,4S)-3-ethyl-4-[(S)-2-hydroxynonadecyl]-2-oxetanone, m.p. 82°-84° C. (MeOH), was obtained The reactants are C(#N)N=C1SCCN1 (2-cyanimino-thiazolidine), OC1=C(CCl)C=C(C=C1)[N+](=O)[O-] (2-hydroxy-5-nitro-benzyl chloride), C([O-])([O-])=O.[K+].[K+] (potassium carbonate). Solvent: CC(=O)C (acetone), O (water). Product: C(#N)N=C1SCCN1CC1=C(C=CC(=C1)[N+](=O)[O-])O (2-cyanimino-3-(2-hydroxy-5-nitro-benzyl)-thiazolidine). The yield is 61.1%. Reaction SMILES: [C:1]([N:3]=[C:4]1[NH:8][CH2:7][CH2:6][S:5]1)#[N:2].[OH:9][C:10]1[CH:17]=[CH:16][C:15]([N+:18]([O-:20])=[O:19])=[CH:14][C:11]=1[CH2:12]Cl.C(=O)([O-])[O-].[K+].[K+]>CC(C)=O.O>[C:1]([N:3]=[C:4]1[N:8]([CH2:12][C:11]2[CH:14]=[C:15]([N+:18]([O-:20])=[O:19])[CH:16]=[CH:17][C:10]=2[OH:9])[CH2:7][CH2:6][S:5]1)#[N:2] |f:2.3.4|. Procedure: 3.82 g (30 mmoles) of 2-cyanimino-thiazolidine, 5.63 g (30 moles) of 2-hydroxy-5-nitro-benzyl chloride and 4.3 g of anhydrous potassium carbonate are boiled in 100 ml of acetone for 6 hours. The mixture is cooled and the precipitate is filtered off. 9.85 g of a crude material are obtained, which is then dissolved in 600 ml of hot water, the impurities are filtered off, the pH is adjusted to 3, the mixture is cooled, filtered and the precipitate is dried. 5.1 g of 2-cyanimino-3-(2-hydroxy-5-nitro...